Dataset: the Open Reaction Database (ORD), a public repository of structured organic reaction records. Task: describe an organic reaction: reactants, conditions, products, and yield Reactants: O[C@@H](CN[C@@H](CC1=CNC2=C(C=CC=C12)OCC(=O)O)C)C=1C=NC=CC1 ({3-[(2R)-2-((2R)-2-Hydroxy-2-pyridin-3-ylethylamino)propyl]-1H-indol-7-yloxy}acetic acid), C([O-])([O-])=O.[K+].[K+] (potassium carbonate), CN(C=O)C (N,N-dimethylformamide), C(OC1(CCCCC1)C(C)I)([O-])=O (1-iodoethylcyclohexyl carbonate). Run in [Cl-].[Na+].O (brine). Run at temperature 0 celsius, time 2 hour. Product: C1(CCCCC1)OC(=O)OC(C)OC(COC=1C=CC=C2C(=CNC12)C[C@@H](C)NC[C@@H](C=1C=NC=CC1)O)=O ({3-[(2R)-2-((2R)-2-hydroxy-2-pyridin-3-ylethylamino) propyl]-1H-indol-7-yloxy}-acetic acid 1-(cyclohexyloxycarbonyloxy)ethyl ester). Yield: 17.0%. Reaction SMILES: [OH:1][C@H:2]([C:22]1[CH:23]=[N:24][CH:25]=[CH:26][CH:27]=1)[CH2:3][NH:4][C@H:5]([CH3:21])[CH2:6][C:7]1[C:15]2[C:10](=[C:11]([O:16][CH2:17][C:18]([OH:20])=[O:19])[CH:12]=[CH:13][CH:14]=2)[NH:9][CH:8]=1.[C:28](=O)([O-])[O-].[K+].[K+].CN(C)[CH:36]=[O:37].[C:39](=O)([O-:50])[O:40][C:41]1(C(I)C)[CH2:46][CH2:45][CH2:44][CH2:43][CH2:42]1>[Cl-].[Na+].O>[CH:41]1([O:40][C:39]([O:37][CH:36]([O:19][C:18](=[O:20])[CH2:17][O:16][C:11]2[CH:12]=[CH:13][CH:14]=[C:15]3[C:10]=2[NH:9][CH:8]=[C:7]3[CH2:6][C@H:5]([NH:4][CH2:3][C@H:2]([OH:1])[C:22]2[CH:23]=[N:24][CH:25]=[CH:26][CH:27]=2)[CH3:21])[CH3:28])=[O:50])[CH2:46][CH2:45][CH2:44][CH2:43][CH2:42]1 |f:1.2.3,6.7.8|. Procedure: {3-[(2R)-2-((2R)-2-Hydroxy-2-pyridin-3-ylethylamino)propyl]-1H-indol-7-yloxy}acetic acid (4 mg, 0.011 mmol) and potassium carbonate (3 mg, 0.022 mmol) are added to N,N-dimethylformamide (2 mL), and to the mixture is added at 0° C. 1-iodoethylcyclohexyl carbonate (J. Antibiot., vol. 40, no. 1, p. 81–90 (1987)) (7.8 mg, 0.026 mmol). The mixture is stirred at 0° C. for 2 hours, and thereto is added a saturated brine. The mixture is extracted with ethyl acetate, and the organic layer is washed with ... Starting materials: FC=1C=C(C(=C(OC=2C=C(CNS(=O)(=O)NC(OC(C)(C)C)=O)C=CC2)C1)[N+](=O)[O-])NC1=C(C=C(C=C1)I)F (tert-butyl [(3-{5-fluoro-3-[(2-fluoro-4-iodophenyl)amino]-2-nitrophenoxy}benzyl)sulfamoyl]carbamate), S(=O)([O-])S(=O)[O-].[Na+].[Na+] (sodium dithionite). The solvent is C1CCOC1 (THF), O (water). Reaction conditions: time 5 hour. Yields the product NC1=C(OC=2C=C(CNS(=O)(=O)NC(OC(C)(C)C)=O)C=CC2)C=C(C=C1NC1=C(C=C(C=C1)I)F)F (tert-butyl [(3-{2-amino-5-fluoro-3-[(2-fluoro-4-iodophenyl)amino]phenoxy}benzyl)sulfamoyl]carbamate). Yield: 30.1%. Reaction SMILES: [F:1][C:2]1[CH:3]=[C:4]([NH:31][C:32]2[CH:37]=[CH:36][C:35]([I:38])=[CH:34][C:33]=2[F:39])[C:5]([N+:28]([O-])=O)=[C:6]([CH:27]=1)[O:7][C:8]1[CH:9]=[C:10]([CH:24]=[CH:25][CH:26]=1)[CH2:11][NH:12][S:13]([NH:16][C:17](=[O:23])[O:18][C:19]([CH3:22])([CH3:21])[CH3:20])(=[O:15])=[O:14].S(S([O-])=O)([O-])=O.[Na+].[Na+]>C1COCC1.O>[NH2:28][C:5]1[C:4]([NH:31][C:32]2[CH:37]=[CH:36][C:35]([I:38])=[CH:34][C:33]=2[F:39])=[CH:3][C:2]([F:1])=[CH:27][C:6]=1[O:7][C:8]1[CH:9]=[C:10]([CH:24]=[CH:25][CH:26]=1)[CH2:11][NH:12][S:13]([NH:16][C:17](=[O:23])[O:18][C:19]([CH3:22])([CH3:21])[CH3:20])(=[O:15])=[O:14] |f:1.2.3|. Procedure: 3.08 g of tert-butyl [(3-{5-fluoro-3-[(2-fluoro-4-iodophenyl)amino]-2-nitrophenoxy}benzyl)sulfamoyl]carbamate (4.55 mmol, 1 eq.) were dissolved in 88 mL THF and heated to 50° C. upon which a solution of 13.5 g sodium dithionite (77.4 mmol, 17 eq.) in 70 mL water was added and stirring was continued at that temperature for 5 h. The layers were separated and the THF layer was concentrated in vacuo. The residue was taken up in ethyl acetate, washed with sodium bicarbonate solution and sodium chlori...